From a dataset of the Open Reaction Database (ORD), a public repository of structured organic reaction records. describe an organic reaction: reactants, conditions, products, and yield The reactants are Cl, NC1C2CC3CC1CN(C3)C2, O=C(O)c1ccc2ccccc2c1. Yields the product Cl, O=C(NC1C2CC3CC1CN(C3)C2)c1ccc2ccccc2c1. RXN SMILES: [ClH:1].[N:2]12[CH2:3][CH:4]3[CH:5]([NH2:12])[CH:6]([CH2:7][CH:8]([CH2:9]1)[CH2:10]3)[CH2:11]2.[OH:13][C:14](=[O:15])[c:16]1[cH:17][cH:18][c:19]2[cH:20][cH:21][cH:22][cH:23][c:24]2[cH:25]1>>[ClH:1].[N:2]12[CH2:3][CH:4]3[CH:5]([NH:12][C:14](=[O:13])[c:16]4[cH:17][cH:18][c:19]5[cH:20][cH:21][cH:22][cH:23][c:24]5[cH:25]4)[CH:6]([CH2:7][CH:8]([CH2:9]1)[CH2:10]3)[CH2:11]2. The product is COC(=O)N1CCc2nc(C(=O)Nc3ccccc3N)sc2C1. Starting materials: COC(=O)Cl, Nc1ccccc1NC(=O)c1nc2c(s1)CNCC2, CN(C)C=O. RXN SMILES: [Cl:1][C:2](=[O:3])[O:4][CH3:5].[NH2:6][c:7]1[c:8]([NH:13][C:14](=[O:15])[c:16]2[s:17][c:18]3[c:23]([n:24]2)[CH2:22][CH2:21][NH:20][CH2:19]3)[cH:9][cH:10][cH:11][cH:12]1.[O:25]=[CH:26][N:27]([CH3:28])[CH3:29]>>[C:2](=[O:3])([O:4][CH3:5])[N:20]1[CH2:19][c:18]2[s:17][c:16]([C:14]([NH:13][c:8]3[c:7]([NH2:6])[cH:12][cH:11][cH:10][cH:9]3)=[O:15])[n:24][c:23]2[CH2:22][CH2:21]1. The reactants are C(=O)(OC(C)(C)C)N1C[C@H](OCC1)CC1=CC(=CC=C1)CO (N-Boc-(R)-2-(3-(hydroxymethyl)benzyl)morpholine), C(C1=CC=CC=C1)N1C(COCC1)=O (4-benzylmorpholine-3-one), CC=1C=C(CBr)C=CC1 (3-methylbenzyl bromide). The product is C(C1=CC=CC=C1)N1C(C(OCC1)CC1=CC(=CC=C1)C)=O (N-Benzyl-2-(3-methylbenzyl)-morpholin-3-one). As a reaction SMILES: C(N1CCO[C@H]([CH2:14][C:15]2[CH:20]=[CH:19][CH:18]=[C:17]([CH2:21]O)[CH:16]=2)C1)(OC(C)(C)C)=O.[CH2:23]([N:30]1[CH2:35][CH2:34][O:33][CH2:32][C:31]1=[O:36])[C:24]1[CH:29]=[CH:28][CH:27]=[CH:26][CH:25]=1.CC1C=C(C=CC=1)CBr>>[CH2:23]([N:30]1[CH2:35][CH2:34][O:33][CH:32]([CH2:14][C:15]2[CH:20]=[CH:19][CH:18]=[C:17]([CH3:21])[CH:16]=2)[C:31]1=[O:36])[C:24]1[CH:25]=[CH:26][CH:27]=[CH:28][CH:29]=1. Procedure details: N-Benzyl-2-(3-methylbenzyl)-morpholin-3-one was prepared as described for example 70, intermediate (b), but using 4-benzylmorpholine-3-one and 3-methylbenzyl bromide and was isolated as a pale yellow oil. Reactants: COC=1C=CC2=C(OC=3C4=CC=C5C(=C4OC3C2=O)C=CC=C5)C1 (9-Methoxy-7,13-dioxa-dibenzo[a,h]fluoren-12-one), N1[C@@H](CCC1=O)C(=O)O.Cl (Pyr-HCl). The solvent is O (H2O), O (H2O). Reaction conditions: temperature 220 celsius. Yields the product OC=1C=CC2=C(OC=3C4=CC=C5C(=C4OC3C2=O)C=CC=C5)C1 (9-Hydroxy-7,13-dioxa-dibenzo[a,h]fluoren-12-one). Yield: 59.2%. RXN SMILES: C[O:2][C:3]1[CH:4]=[CH:5][C:6]2[C:18](=[O:19])[C:17]3[O:16][C:15]4[C:10](=[CH:11][CH:12]=[C:13]5[CH:23]=[CH:22][CH:21]=[CH:20][C:14]5=4)[C:9]=3[O:8][C:7]=2[CH:24]=1.N1C(=O)CC[C@H]1C(O)=O.Cl>O>[OH:2][C:3]1[CH:4]=[CH:5][C:6]2[C:18](=[O:19])[C:17]3[O:16][C:15]4[C:10](=[CH:11][CH:12]=[C:13]5[CH:23]=[CH:22][CH:21]=[CH:20][C:14]5=4)[C:9]=3[O:8][C:7]=2[CH:24]=1 |f:1.2|. Reported procedure: A mixture of 40 (0.300 g, 0.95 mmol) and Pyr-HCl (approximately 5 g) was heated at 220° C. for 1 h. H2O (100 mL) was added to the cooled reaction mixture and then the H2O mixture heated and filtered. The precipitate thus obtained was triturated with MeOH and then CH2Cl2 to yield 41 (0.17 g) as a white solid: Mp>300° C.; 1H NMR (DMSO-d6) δ 10.96 (s, 1H), 8.46 (d, 1H, J=7.8 Hz), 8.20-8.14 (m, 2H), 8.06-7.99 (m, 2H), 7.84-7.73 (m, 2H), 7.12 (d, 1H, J=2.1 Hz), 7.03 (dd, 1H, J=8.8 Hz, 2.2 Hz); MS 301...